This data is from the Open Reaction Database (ORD), a public repository of structured organic reaction records. The task is: describe an organic reaction: reactants, conditions, products, and yield Reactants: O=S(=O)(Cl)c1ccc(Br)cc1, ClCCl, CCCCCCNCc1ccc(F)c(C(=O)OC)c1, [Na+], O=C([O-])O. Product: CCCCCCN(Cc1ccc(F)c(C(=O)OC)c1)S(=O)(=O)c1ccc(Br)cc1. Reaction SMILES: [Br:20][c:21]1[cH:22][cH:23][c:24]([S:27](=[O:28])(=[O:29])[Cl:30])[cH:25][cH:26]1.[Cl:36][CH2:37][Cl:38].[F:1][c:2]1[c:3]([C:4](=[O:5])[O:6][CH3:7])[cH:8][c:9]([CH2:12][NH:13][CH2:14][CH2:15][CH2:16][CH2:17][CH2:18][CH3:19])[cH:10][cH:11]1.[Na+:35].[O-:31][C:32]([OH:33])=[O:34]>>[F:1][c:2]1[c:3]([C:4](=[O:5])[O:6][CH3:7])[cH:8][c:9]([CH2:12][N:13]([CH2:14][CH2:15][CH2:16][CH2:17][CH2:18][CH3:19])[S:27]([c:24]2[cH:23][cH:22][c:21]([Br:20])[cH:26][cH:25]2)(=[O:28])=[O:29])[cH:10][cH:11]1. The reactants are ClC=1C2=C(N=CN1)N(C=C2)S(=O)(=O)C2=CC=C(C=C2)C (4-chloro-7-[(4-methylphenyl)sulfonyl]-7H-pyrrolo[2,3-d]pyrimidine), C(C)B(C=1C=NC=CC1)CC (diethyl-3-pyridyl-borane), palladium tetrakis triphenylphosphine, C([O-])([O-])=O.[K+].[K+] (potassium carbonate). The solvent is O1CCCC1 (tetrahydrofuran). The product is CC1=CC=C(C=C1)S(=O)(=O)N1C=CC2=C1N=CN=C2C=2C=NC=CC2 (7-[(4-Methylphenyl)sulfonyl]-4-pyridin-3-yl-7H-pyrrolo[2,3-d]pyrimidine). Yield: 54.9%. As a reaction SMILES: Cl[C:2]1[C:3]2[CH:10]=[CH:9][N:8]([S:11]([C:14]3[CH:19]=[CH:18][C:17]([CH3:20])=[CH:16][CH:15]=3)(=[O:13])=[O:12])[C:4]=2[N:5]=[CH:6][N:7]=1.C(B(CC)[C:24]1[CH:25]=[N:26][CH:27]=[CH:28][CH:29]=1)C.C(=O)([O-])[O-].[K+].[K+]>O1CCCC1>[CH3:20][C:17]1[CH:18]=[CH:19][C:14]([S:11]([N:8]2[C:4]3[N:5]=[CH:6][N:7]=[C:2]([C:24]4[CH:25]=[N:26][CH:27]=[CH:28][CH:29]=4)[C:3]=3[CH:10]=[CH:9]2)(=[O:13])=[O:12])=[CH:15][CH:16]=1 |f:2.3.4|. Reported procedure: A solution of 4-chloro-7-[(4-methylphenyl)sulfonyl]-7H-pyrrolo[2,3-d]pyrimidine [4 g, Reference Example 3] and diethyl-3-pyridyl-borane (2.1 g) in tetrahydrofuran (180 mL) was treated with palladium tetrakis triphenylphosphine (0.65 g) and potassium carbonate (3.59 g). The solution was stirred at reflux for 24 hours and evaporated under reduced pressure. The residue was partitioned between ethyl acetate and brine. The organic phase was separated, then dried over magnesium sulfate and then evapor...